describe an organic reaction: reactants, conditions, products, and yield From a dataset of the Open Reaction Database (ORD), a public repository of structured organic reaction records. Starting materials: FC=1C=C2C=CNC2=CC1 (5-fluoroindole), C1(=CC=C(C=C1)S(=O)(=O)Cl)C (toluene-4-sulphonyl chloride), [OH-].[Na+] (sodium hydroxide). The reagents and catalysts are S(=O)(=O)(O)[O-].C(CCC)[N+](CCCC)(CCCC)CCCC (tetrabutylammonium hydrogen sulfate). Solvent: C1(=CC=CC=C1)C (toluene), O (water). Conditions: time 24 hour. Yields the product FC=1C=C2C=CN(C2=CC1)S(=O)(=O)C1=CC=C(C=C1)C (5-fluoro-1-(toluene-4-sulfonyl)-1H-indole). The yield is 92.6%. As a reaction SMILES: [F:1][C:2]1[CH:3]=[C:4]2[C:8](=[CH:9][CH:10]=1)[NH:7][CH:6]=[CH:5]2.[C:11]1([CH3:21])[CH:16]=[CH:15][C:14]([S:17](Cl)(=[O:19])=[O:18])=[CH:13][CH:12]=1.[OH-].[Na+]>C1(C)C=CC=CC=1.O.S([O-])(O)(=O)=O.C([N+](CCCC)(CCCC)CCCC)CCC>[F:1][C:2]1[CH:3]=[C:4]2[C:8](=[CH:9][CH:10]=1)[N:7]([S:17]([C:14]1[CH:15]=[CH:16][C:11]([CH3:21])=[CH:12][CH:13]=1)(=[O:19])=[O:18])[CH:6]=[CH:5]2 |f:2.3,6.7|. Procedure details: A solution of 5-fluoroindole (5.4 g) and toluene-4-sulphonyl chloride (9.12 g) in toluene (300 mL) is treated with a cooled solution of sodium hydroxide pellets (23.2 g) in water (200 mL) followed by the tetrabutylammonium hydrogen sulfate catalyst (400 mg). The mixture is stirred at rt for 24 h. The organic phase is separated, washed with water and brine, dried (MgSO4) and concentrated in vacuo to afford 5-fluoro-1-(toluene-4-sulfonyl)-1H-indole (10.7 g, 78%). MS: 290 (M+H) Starting materials: ClC(=O)OCC1=CC=CC=C1 (benzyl chloroformate), NC(CC1=CC=CC=C1)P(O)O (1-amino-2-phenylethylphosponous acid). The solvent is [OH-].[Na+] (NaOH), O (water), O1CCOCC1 (dioxane), [OH-].[Na+] (NaOH). Conditions: temperature 0 celsius, time 2.5 hour. Yields the product C(C1=CC=CC=C1)OC(=O)NC(CC1=CC=CC=C1)P(O)O (1-Benzyloxycarbonylamino-2-phenylethylphosphonous acid). Reaction SMILES: Cl[C:2]([O:4][CH2:5][C:6]1[CH:11]=[CH:10][CH:9]=[CH:8][CH:7]=1)=[O:3].[NH2:12][CH:13]([P:21]([OH:23])[OH:22])[CH2:14][C:15]1[CH:20]=[CH:19][CH:18]=[CH:17][CH:16]=1>[OH-].[Na+].O.O1CCOCC1>[CH2:5]([O:4][C:2]([NH:12][CH:13]([P:21]([OH:23])[OH:22])[CH2:14][C:15]1[CH:20]=[CH:19][CH:18]=[CH:17][CH:16]=1)=[O:3])[C:6]1[CH:11]=[CH:10][CH:9]=[CH:8][CH:7]=1 |f:2.3|. Procedure: 2.25 ml (14.25 mmol) of benzyl chloroformate are added dropwise, at 0° C. and within the space of 30 min., to a suspension of 1.76 g (9.5 mmol) of 1-amino-2-phenylethylphosponous acid in 15 ml of 1M NaOH, 5 ml of water and 5 ml of dioxane. During a further 2.5 h of stirring at 0° C., the pH of the mixture is maintained at 9-10 using 1M NaOH (approximately 10 ml). After removing the cooling medium, the mixture is stirred at RT overnight. The reaction solution is then washed several times with die... Starting materials: compound, Cl.ClC=1C=C(C=CC1)NN (3-chlorophenylhydrazine hydrochloride), ClC=1C=C(C=CC1F)N1N=C(C=C1C1=CC(=CC(=C1)F)Cl)C(=O)OCC (Ethyl 1-(3-chloro-4-fluorophenyl)-5-(3-chloro-5-fluorophenyl)-1H-pyrazole-3-carboxylate). Yields the product ClC=1C=C(C=CC1)N1N=C(C=C1C1=CC(=CC(=C1)C)F)C(=O)OCC (Ethyl 1-(3-chlorophenyl)-5-(3-fluoro-5-methylphenyl)-1H-pyrazole-3-carboxylate). Reaction SMILES: Cl.Cl[C:3]1C=C(NN)C=CC=1.[Cl:11][C:12]1[CH:13]=[C:14]([N:19]2[C:23]([C:24]3[CH:29]=[C:28]([F:30])[CH:27]=[C:26](Cl)[CH:25]=3)=[CH:22][C:21]([C:32]([O:34][CH2:35][CH3:36])=[O:33])=[N:20]2)[CH:15]=[CH:16][C:17]=1F>>[Cl:11][C:12]1[CH:13]=[C:14]([N:19]2[C:23]([C:24]3[CH:25]=[C:26]([CH3:3])[CH:27]=[C:28]([F:30])[CH:29]=3)=[CH:22][C:21]([C:32]([O:34][CH2:35][CH3:36])=[O:33])=[N:20]2)[CH:15]=[CH:16][CH:17]=1 |f:0.1|. Procedure: The preparation of the title compound takes place starting from the compound of Example 20A and 3-chlorophenylhydrazine hydrochloride in analogy to the synthesis of the compound of Example 21A. 1.75 g of the title compound are obtained. Reactants: ClC1=CSC=2N=CN=C(C21)Cl (5-Chloro-4-chlorothieno[2,3-d]pyrimidine), O.NN (hydrazine monohydrate). Solvent: C(C)O (ethanol). Conditions: time 24 hour. Product: ClC1=CSC=2N=CN=C(C21)NN (5-chloro-4-hydrazinylthieno[2,3-d]pyrimidine). RXN SMILES: [Cl:1][C:2]1[C:10]2[C:9](Cl)=[N:8][CH:7]=[N:6][C:5]=2[S:4][CH:3]=1.O.[NH2:13][NH2:14]>C(O)C>[Cl:1][C:2]1[C:10]2[C:9]([NH:13][NH2:14])=[N:8][CH:7]=[N:6][C:5]=2[S:4][CH:3]=1 |f:1.2|. Procedure details: 5-Chloro-4-chlorothieno[2,3-d]pyrimidine (1.38 g, 6.73 mmol) and hydrazine monohydrate (5.0 ml, 103 mmol) in absolute ethanol (20 ml) were heated at 75° C. After stirring for 24 h, the solution was concentrated to yield 5-chloro-4-hydrazinylthieno[2,3-d]pyrimidine. Method [6] Retention time 0.35 min by HPLC (M+=201 and 203). Reactants: [Si](C)(C)(C(C)(C)C)OCC=1C=C(C2=C(C=CO2)C1)N1CCN(CC1)C(=O)OC(C)(C)C (1-(5-(tert-butyldimethylsilyloxymethyl)benzofur-7-yl)-4-tert-butoxycarbonylpiperazine), [F-].C(CCC)[N+](CCCC)(CCCC)CCCC (tetrabutylammonium fluoride). Solvent: C(C)(=O)OCC (ethyl acetate), O1CCCC1 (tetrahydrofuran). Yields the product OCC=1C=C(C2=C(C=CO2)C1)N1CCN(CC1)C(=O)OC(C)(C)C (1-(5-(hydroxymethyl)benzofur-7-yl)-4-tert-butoxycarbonylpiperazine). Isolated yield 89.6%. Reaction SMILES: [Si]([O:8][CH2:9][C:10]1[CH:11]=[C:12]([N:19]2[CH2:24][CH2:23][N:22]([C:25]([O:27][C:28]([CH3:31])([CH3:30])[CH3:29])=[O:26])[CH2:21][CH2:20]2)[C:13]2[O:17][CH:16]=[CH:15][C:14]=2[CH:18]=1)(C(C)(C)C)(C)C.[F-].C([N+](CCCC)(CCCC)CCCC)CCC>O1CCCC1.C(OCC)(=O)C>[OH:8][CH2:9][C:10]1[CH:11]=[C:12]([N:19]2[CH2:20][CH2:21][N:22]([C:25]([O:27][C:28]([CH3:31])([CH3:30])[CH3:29])=[O:26])[CH2:23][CH2:24]2)[C:13]2[O:17][CH:16]=[CH:15][C:14]=2[CH:18]=1 |f:1.2|. Procedure: A mixture of 0.42 gm 1-(5-(tert-butyldimethylsilyloxymethyl)benzofur-7-yl)-4-tert-butoxycarbonylpiperazine and excess tetrabutylammonium fluoride was stirred in tetrahydrofuran for 30 minutes. The reaction mixture was then diluted with ethyl acetate and washed three times with dilute aqueous sodium bicarbonate. The remaining organics were dried over magnesium sulfate and concentrated under reduced pressure. The residue was subjected to silica gel chromatography, eluting with 5:2 hexane:ethyl ace...